Dataset: the Open Reaction Database (ORD), a public repository of structured organic reaction records. Task: describe an organic reaction: reactants, conditions, products, and yield The reactants are C(=O)(OC(C)(C)C)N1[C@@H](C[C@@H](C1)N)C(=O)N(C)C ((2S,4S)-1-Boc-4-amino[(dimethylamino)carbonyl]pyrrolidine), CC(C)([O-])C.[Na+] (sodium t-butoxide), C(C)(C)(C)P(C1=C(C=CC=C1)C1=CC=CC=C1)C(C)(C)C (2-(di-t-butylphosphino)biphenyl), BrC1=C(C=C(C=C1)F)F (1-bromo-2,4-difluorobenzene). Reagents/catalysts: C=1C=CC(=CC1)/C=C/C(=O)/C=C/C2=CC=CC=C2.C=1C=CC(=CC1)/C=C/C(=O)/C=C/C2=CC=CC=C2.C=1C=CC(=CC1)/C=C/C(=O)/C=C/C2=CC=CC=C2.[Pd].[Pd] (tris(dibenzylideneacetone)dipalladium(0)). Solvent: C1(=CC=CC=C1)C (toluene). Run at temperature 110 celsius, time 10 hour. Yields the product C(=O)(OC(C)(C)C)N1[C@@H](C[C@@H](C1)NC1=C(C=C(C=C1)F)F)C(=O)N(C)C ((2S,4S)-1-Boc-4-[(2,4-difluorophenyl)amino]-2[(dimethylamino)carbonyl]pyrrolidine). Yield: 12.9%. As a reaction SMILES: [C:1]([N:8]1[CH2:12][C@@H:11]([NH2:13])[CH2:10][C@H:9]1[C:14]([N:16]([CH3:18])[CH3:17])=[O:15])([O:3][C:4]([CH3:7])([CH3:6])[CH3:5])=[O:2].CC(C)([O-])C.[Na+].C(P(C(C)(C)C)C1C=CC=CC=1C1C=CC=CC=1)(C)(C)C.Br[C:47]1[CH:52]=[CH:51][C:50]([F:53])=[CH:49][C:48]=1[F:54]>C1(C)C=CC=CC=1.C1C=CC(/C=C/C(/C=C/C2C=CC=CC=2)=O)=CC=1.C1C=CC(/C=C/C(/C=C/C2C=CC=CC=2)=O)=CC=1.C1C=CC(/C=C/C(/C=C/C2C=CC=CC=2)=O)=CC=1.[Pd].[Pd]>[C:1]([N:8]1[CH2:12][C@@H:11]([NH:13][C:47]2[CH:52]=[CH:51][C:50]([F:53])=[CH:49][C:48]=2[F:54])[CH2:10][C@H:9]1[C:14]([N:16]([CH3:18])[CH3:17])=[O:15])([O:3][C:4]([CH3:7])([CH3:6])[CH3:5])=[O:2] |f:1.2,6.7.8.9.10|. Procedure details: To a solution of (2S,4S)-1-Boc-4-amino[(dimethylamino)carbonyl]pyrrolidine (8 g, 31.5 mmol) prepared in Step C in toluene (100 ml) was added sodium t-butoxide (3.46 g, 36 mmol), 2-(di-t-butylphosphino)biphenyl (800 mg, 2.68 mmol), tris(dibenzylideneacetone)dipalladium(0) (1.6 g, 1.79 mmol) and 1-bromo-2,4-difluorobenzene (6.94 g, 36 mmol), and the solution was stirred at 110° C. for 10 h. After the reaction finished, the solution was filtered through Celite, and extracted with water and EtOAc. T...